This data is from the Open Reaction Database (ORD), a public repository of structured organic reaction records. The task is: describe an organic reaction: reactants, conditions, products, and yield Starting materials: C(Cl)Cl (methylene chloride), ClC=1C(=CC(=NC1)N)C(C1=C(C=CC(=C1)F)F)S(=O)(=O)C1=CC=C(C=C1)Cl ([5-Chloro-4-[(4-chlorophenylsulfonyl)(2,5-difluorophenyl)methyl]pyridin-2-yl]amine), N1=CC=CC=C1 (pyridine), C(Cl)Cl (methylene chloride), ClS(=O)(=O)CC(=O)OCC (ethyl chlorosulfonylacetate), N1=CC=CC=C1 (pyridine), C(Cl)Cl (methylene chloride), ClS(=O)(=O)CC(=O)OCC (ethyl chlorosulfonylacetate). The solvent is C(C)(=O)OCC (ethyl acetate), CCCCCC (hexane). Conditions: time 12 hour. Product: C(C)OC(CS(=O)(=O)NC1=NC=C(C(=C1)C(C1=C(C=CC(=C1)F)F)S(=O)(=O)C1=CC=C(C=C1)Cl)Cl)=O (Ethyl[[[5-Chloro-4-[(4-chlorophenylsulfonyl)(2,5-difluorophenyl)methyl]pyridin-2-yl]amino]sulfonyl]acetate). Isolated yield 53.4%. RXN SMILES: C(Cl)Cl.[Cl:4][C:5]1[C:6]([CH:12]([S:21]([C:24]2[CH:29]=[CH:28][C:27]([Cl:30])=[CH:26][CH:25]=2)(=[O:23])=[O:22])[C:13]2[CH:18]=[C:17]([F:19])[CH:16]=[CH:15][C:14]=2[F:20])=[CH:7][C:8]([NH2:11])=[N:9][CH:10]=1.N1C=CC=CC=1.Cl[S:38]([CH2:41][C:42]([O:44][CH2:45][CH3:46])=[O:43])(=[O:40])=[O:39]>CCCCCC.C(OCC)(=O)C>[CH2:45]([O:44][C:42](=[O:43])[CH2:41][S:38]([NH:11][C:8]1[CH:7]=[C:6]([CH:12]([S:21]([C:24]2[CH:29]=[CH:28][C:27]([Cl:30])=[CH:26][CH:25]=2)(=[O:23])=[O:22])[C:13]2[CH:18]=[C:17]([F:19])[CH:16]=[CH:15][C:14]=2[F:20])[C:5]([Cl:4])=[CH:10][N:9]=1)(=[O:40])=[O:39])[CH3:46]. Procedure: To a methylene chloride (10 ml) solution of the [5-chloro-4-[(4-chlorophenylsulfonyl)(2,5-difluorophenyl)methyl]pyridin-2-yl]amine (331 mg, 0.771 mmol) obtained in Example 196 and pyridine (94 μl, 1.16 mmol) was added a methylene chloride (2 ml) solution of ethyl chlorosulfonylacetate (216 mg, 1.16 mmol) at 0° C. After the resulting mixture was stirred at room temperature for 12 hours, pyridine (94 up, 1.16 mmol) and a methylene chloride (2 ml) solution of ethyl chlorosulfonylacetate (216 mg, 1.... The reactants are C(=O)(OC(C)(C)C)N[C@@H]1C[C@H](C1)CO[Si](C)(C)C(C)(C)C(C)C (trans3-(N-BOC-amino)-1-(thexyl-dimethylsilyl)oxymethyl-cyclobutane), [F-].C(CCC)[N+](CCCC)(CCCC)CCCC (tetrabutylammonium fluoride). Solvent: O1CCCC1 (tetrahydrofuran), O1CCCC1 (tetrahydrofuran). The product is C(=O)(OC(C)(C)C)N[C@@H]1C[C@H](C1)CO (trans-3-(N-BOC-amino)-cyclobutanemethanol). Reaction SMILES: [C:1]([NH:8][C@H:9]1[CH2:12][C@H:11]([CH2:13][O:14][Si](C(C(C)C)(C)C)(C)C)[CH2:10]1)([O:3][C:4]([CH3:7])([CH3:6])[CH3:5])=[O:2].[F-].C([N+](CCCC)(CCCC)CCCC)CCC>O1CCCC1>[C:1]([NH:8][C@H:9]1[CH2:12][C@H:11]([CH2:13][OH:14])[CH2:10]1)([O:3][C:4]([CH3:7])([CH3:6])[CH3:5])=[O:2] |f:1.2|. Reported procedure: Analogously to Example 6b, starting from a solution of 13.2 g (0.03842 mol) of trans3-(N-BOC-amino)-1-(thexyl-dimethylsilyl)oxymethyl-cyclobutane (cf. Example 6c) in 60 ml of tetrahydrofuran and 76.8 ml (0.0768 mol) of a 1M tetrabutylammonium fluoride solution in tetrahydrofuran, the title compound is obtained, m.p. 98°-100° C. Reactants: CCc1c(CCN2CC(C(=O)OC)C2)cccc1-c1nnc(-c2ccc(CC(C)C)c(C#N)c2)s1, CC(C)O, Cl, [Na+], [OH-], O. The product is CCc1c(CCN2CC(C(=O)O)C2)cccc1-c1nnc(-c2ccc(CC(C)C)c(C#N)c2)s1. Reaction SMILES: [C:1](#[N:2])[c:3]1[cH:4][c:5](-[c:13]2[n:14][n:15][c:16](-[c:18]3[c:19]([CH2:34][CH3:35])[c:20]([CH2:24][CH2:25][N:26]4[CH2:27][CH:28]([C:30](=[O:31])[O:32][CH3:33])[CH2:29]4)[cH:21][cH:22][cH:23]3)[s:17]2)[cH:6][cH:7][c:8]1[CH2:9][CH:10]([CH3:11])[CH3:12].[CH:39]([OH:40])([CH3:41])[CH3:42].[ClH:38].[Na+:37].[OH-:36].[OH2:43]>>[C:1](#[N:2])[c:3]1[cH:4][c:5](-[c:13]2[n:14][n:15][c:16](-[c:18]3[c:19]([CH2:34][CH3:35])[c:20]([CH2:24][CH2:25][N:26]4[CH2:27][CH:28]([C:30](=[O:31])[OH:32])[CH2:29]4)[cH:21][cH:22][cH:23]3)[s:17]2)[cH:6][cH:7][c:8]1[CH2:9][CH:10]([CH3:11])[CH3:12]. Starting materials: [OH-].[Na+] (sodium hydroxide), N(CC(=O)[O-])CC(=O)[O-].[Na+].[Na+] (disodium iminodiacetate). Product: N(CC(=O)O)CC(=O)O (IDA). RXN SMILES: [OH-].[Na+].[NH:3]([CH2:8][C:9]([O-:11])=[O:10])[CH2:4][C:5]([O-:7])=[O:6].[Na+].[Na+]>>[NH:3]([CH2:8][C:9]([OH:11])=[O:10])[CH2:4][C:5]([OH:7])=[O:6] |f:0.1,2.3.4|. Reported procedure: One conventional processes for the preparation of PMIDA starts with iminodiacetic acid (IDA), and requires the involved preparation of that material from its alkali metal salt. More specifically, the IDA moiety is produced by the alkaline hydrolysis of iminodiacetonitrile (IDAN) or by the oxidative dehydrogenation of diethanolamine under alkaline conditions. If sodium hydroxide is used as the base, the product from either of these methods is an aqueous disodium iminodiacetate (DSIDA) solution. T... The reactants are IC1=CC=C2C=NNC2=C1 (6-iodo-1H-indazole), [H-].[Na+] (NaH), ClC1=CC(=NC=N1)NC=1C(=NC=CC1)OC (6-chloro-N-(2-methoxypyridin-3-yl)pyrimidin-4-amine). The solvent is CN(C)C=O (DMF). Run at temperature 110 celsius, time 18 hour. The product is IC1=CC=C2C=NN(C2=C1)C1=CC(=NC=N1)NC=1C(=NC=CC1)OC (6-(6-iodoindazol-1-yl)-N-(2-methoxypyridin-3-yl)pyrimidin-4-amine). The yield is 65.9%. RXN SMILES: [I:1][C:2]1[CH:10]=[C:9]2[C:5]([CH:6]=[N:7][NH:8]2)=[CH:4][CH:3]=1.[H-].[Na+].Cl[C:14]1[N:19]=[CH:18][N:17]=[C:16]([NH:20][C:21]2[C:22]([O:27][CH3:28])=[N:23][CH:24]=[CH:25][CH:26]=2)[CH:15]=1>CN(C=O)C>[I:1][C:2]1[CH:10]=[C:9]2[C:5]([CH:6]=[N:7][N:8]2[C:14]2[N:19]=[CH:18][N:17]=[C:16]([NH:20][C:21]3[C:22]([O:27][CH3:28])=[N:23][CH:24]=[CH:25][CH:26]=3)[CH:15]=2)=[CH:4][CH:3]=1 |f:1.2|. Procedure: To a solution of 6-iodo-1H-indazole (100 mg, 0.41 mmol) in DMF (5 mL) was added NaH (60% oil dispersion, 32.78 mg, 0.82 mmol)) at 0° C. The reaction mixture was stirred at 0° C. for 10 minutes before the addition of 6-chloro-N-(2-methoxypyridin-3-yl)pyrimidin-4-amine (126.7 mg, 0.55 mmol). The reaction mixture was then stirred at 110° C. for 18 hr. The reaction mixture was then cooled to RT, quenched by the addition of water (2 ml), EtOAc (a few drops) was added and the resultant precipitate was... The reactants are C(C=C)OC([C@H](CNS(=O)(=O)C)O)=O ((S)-2-Hydroxy-3-((methylsulphonyl)amino)propanoic acid 2-propenyl ester), IC (iodomethane), C([O-])([O-])=O.[K+].[K+] (potassium carbonate). Solvent: CC(=O)C (acetone). Yields the product C(C=C)OC([C@H](CN(S(=O)(=O)C)C)O)=O ((S)-2-Hydroxy-3-(methyl(methylsulphonyl)amino)propanoic acid 2-propenyl ester). Isolated yield 86.6%. Reaction SMILES: [CH2:1]([O:4][C:5](=[O:14])[C@@H:6]([OH:13])[CH2:7][NH:8][S:9]([CH3:12])(=[O:11])=[O:10])[CH:2]=[CH2:3].IC.[C:17](=O)([O-])[O-].[K+].[K+]>CC(C)=O>[CH2:1]([O:4][C:5](=[O:14])[C@@H:6]([OH:13])[CH2:7][N:8]([CH3:17])[S:9]([CH3:12])(=[O:10])=[O:11])[CH:2]=[CH2:3] |f:2.3.4|. Reported procedure: (S)-2-Hydroxy-3-((methylsulphonyl)amino)propanoic acid 2-propenyl ester (0.9 g, 4.04 mmol), iodomethane (9 ml) and potassium carbonate (0.64 g) in acetone (50 ml) were heated at reflux for 20 h. The solvent was evaporated and the residue dissolved in water/ethyl acetate. The organic layer was separated, dried (MgSO4) and the solvent evaporated to give the sub-title ester (0.83 g). The reactants are C1(\C(\C)=C/C(=O)O1)=O (citraconic anhydride), C1(=CC=C(C=C1)N)N (1,4-phenylenediamine). Solvent: O1CCCC1 (tetrahydrofuran), O1CCCC1 (tetrahydrofuran). Run at time 3 hour. Yields the product NC1=CC=C(C=C1)NC(\C=C(/C(=O)O)\C)=O ((2Z)-4-[(4-aminophenyl)amino]-2-methyl4-oxo-2-butenoic acid). The yield is 73.6%. Reaction SMILES: [C:1]1([NH2:8])[CH:6]=[CH:5][C:4]([NH2:7])=[CH:3][CH:2]=1.[C:9]1(=[O:16])[O:15][C:13](=[O:14])[CH:12]=[C:10]1[CH3:11]>O1CCCC1>[NH2:7][C:4]1[CH:5]=[CH:6][C:1]([NH:8][C:13](=[O:14])/[CH:12]=[C:10](/[CH3:11])\[C:9]([OH:16])=[O:15])=[CH:2][CH:3]=1. Reported procedure: Under a nitrogen atmosphere, into a reaction vessel were charged 10.0 g (92.5 mmol) of 1,4-phenylenediamine and 250 ml of tetrahydrofuran. A solution prepared by dissolving 10.4 g (92.5 mmol) of citraconic anhydride in 20 ml of tetrahydrofuran was dropped into this under cooling with ice over a period of 20 minutes, then, the mixture was stirred at room temperature for 3 hours. After completion of the reaction, the deposited crystal was isolated by filtration, and dried to obtain 15 g of coarse ...